From a dataset of the Open Reaction Database (ORD), a public repository of structured organic reaction records. describe an organic reaction: reactants, conditions, products, and yield Reactants: O=C(OC(C)(C)C)NC(C(=O)OC)CC1=CN(C=2C=CC=CC21)[Si](C(C)C)(C(C)C)C(C)C. The reagents and catalysts are N=1C=CC=C2C=CC=3C=CC=NC3C12, O1BOC(C)(C)C1(C)C, O1B(OC(C)(C)C1(C)C)B2OC(C)(C)C(O2)(C)C, C[OH2+].C[OH2+].C1CC=CCCC=C1.C1CC=CCCC=C1.[Ir].[Ir]. Run in CCCCCC. Conditions: temperature 80 celsius, time 24 hour. The product is O=C(OC(C)(C)C)NC(C(=O)OC)CC1=CN(C=2C=C(C=CC21)B3OC(C)(C)C(O3)(C)C)[Si](C(C)C)(C(C)C)C(C)C, O=C(OC(C)(C)C)NC(C(=O)OC)CC1=CN(C=2C=CC(=CC21)B3OC(C)(C)C(O3)(C)C)[Si](C(C)C)(C(C)C)C(C)C. The yield is 9.0%. Procedure: Following the procedure of Example 5, 1-(2-hydroxy-3-n-hexadecyloxypropyl)-piperazine was reacted with 4-chlorobenzylchloride to form 1-(4-chlorobenzyl)-4-(2-hydroxy-3-n-hexadecyloxypropyl)-piperazine, mp 237°-239° C. Reactants: OC(CN1CCNCC1)COCCCCCCCCCCCCCCCC (1-(2-hydroxy-3-n-hexadecyloxypropyl)-piperazine), ClC1=CC=C(CCl)C=C1 (4-chlorobenzylchloride). Product: ClC1=CC=C(CN2CCN(CC2)CC(COCCCCCCCCCCCCCCCC)O)C=C1 (1-(4-chlorobenzyl)-4-(2-hydroxy-3-n-hexadecyloxypropyl)-piperazine). As a reaction SMILES: [OH:1][CH:2]([CH2:10][O:11][CH2:12][CH2:13][CH2:14][CH2:15][CH2:16][CH2:17][CH2:18][CH2:19][CH2:20][CH2:21][CH2:22][CH2:23][CH2:24][CH2:25][CH2:26][CH3:27])[CH2:3][N:4]1[CH2:9][CH2:8][NH:7][CH2:6][CH2:5]1.[Cl:28][C:29]1[CH:36]=[CH:35][C:32]([CH2:33]Cl)=[CH:31][CH:30]=1>>[Cl:28][C:29]1[CH:36]=[CH:35][C:32]([CH2:33][N:7]2[CH2:8][CH2:9][N:4]([CH2:3][CH:2]([OH:1])[CH2:10][O:11][CH2:12][CH2:13][CH2:14][CH2:15][CH2:16][CH2:17][CH2:18][CH2:19][CH2:20][CH2:21][CH2:22][CH2:23][CH2:24][CH2:25][CH2:26][CH3:27])[CH2:5][CH2:6]2)=[CH:31][CH:30]=1.